From a dataset of the Open Reaction Database (ORD), a public repository of structured organic reaction records. describe an organic reaction: reactants, conditions, products, and yield As a reaction SMILES: [N:1](=[N+:2]=[N-:3])[CH2:4][CH:5]1[N:6]([C:30](=[O:31])[O:32][CH2:33][c:34]2[cH:35][cH:36][c:37]([N+:40](=[O:41])[O-:42])[cH:38][cH:39]2)[CH2:7][CH:8]([S:10][C:11]([c:12]2[cH:13][cH:14][cH:15][cH:16][cH:17]2)([c:18]2[cH:19][cH:20][cH:21][cH:22][cH:23]2)[c:24]2[cH:25][cH:26][cH:27][cH:28][cH:29]2)[CH2:9]1.[NH3:63].[OH2:62].[c:43]1([P:44]([c:45]2[cH:46][cH:47][cH:48][cH:49][cH:50]2)[c:51]2[cH:52][cH:53][cH:54][cH:55][cH:56]2)[cH:57][cH:58][cH:59][cH:60][cH:61]1.[cH:64]1[cH:65][cH:66][n:67][cH:68][cH:69]1>>[NH2:1][CH2:4][CH:5]1[N:6]([C:30](=[O:31])[O:32][CH2:33][c:34]2[cH:35][cH:36][c:37]([N+:40](=[O:41])[O-:42])[cH:38][cH:39]2)[CH2:7][CH:8]([S:10][C:11]([c:12]2[cH:13][cH:14][cH:15][cH:16][cH:17]2)([c:18]2[cH:19][cH:20][cH:21][cH:22][cH:23]2)[c:24]2[cH:25][cH:26][cH:27][cH:28][cH:29]2)[CH2:9]1. The reactants are [N-]=[N+]=NCC1CC(SC(c2ccccc2)(c2ccccc2)c2ccccc2)CN1C(=O)OCc1ccc([N+](=O)[O-])cc1, N, O, c1ccc(P(c2ccccc2)c2ccccc2)cc1, c1ccncc1. Yields the product NCC1CC(SC(c2ccccc2)(c2ccccc2)c2ccccc2)CN1C(=O)OCc1ccc([N+](=O)[O-])cc1. Reactants: NC1=CC=C(C=C1)C1=NC2CCN(CC2C2=C1C=C(C(=C2)OC)OC)C (6-(4-aminophenyl)-8,9-dimethoxy-2-methyl-1,2,3,4,4a,10b-hexahydro-benzo[c][1,6]naphthyridine), C(CCCC)(=O)Cl (valeric acid chloride). Solvent: C(C)#N (acetonitrile). Reaction SMILES: [NH2:1][C:2]1[CH:7]=[CH:6][C:5]([C:8]2[C:17]3[CH:18]=[C:19]([O:24][CH3:25])[C:20]([O:22][CH3:23])=[CH:21][C:16]=3[CH:15]3[CH:10]([CH2:11][CH2:12][N:13]([CH3:26])[CH2:14]3)[N:9]=2)=[CH:4][CH:3]=1.[C:27](Cl)(=[O:32])[CH2:28][CH2:29][CH2:30][CH3:31]>C(#N)C>[CH3:25][O:24][C:19]1[C:20]([O:22][CH3:23])=[CH:21][C:16]2[C@H:15]3[C@H:10]([CH2:11][CH2:12][N:13]([CH3:26])[CH2:14]3)[N:9]=[C:8]([C:5]3[CH:6]=[CH:7][C:2]([NH:1][C:27](=[O:32])[CH2:28][CH2:29][CH2:30][CH3:31])=[CH:3][CH:4]=3)[C:17]=2[CH:18]=1. Product: COC=1C(=CC2=C(C(=N[C@H]3CCN(C[C@@H]23)C)C2=CC=C(C=C2)NC(CCCC)=O)C1)OC (Cis-8,9-dimethoxy-2-methyl-6-(4-pentanoylaminophenyl)-1,2,3,4,4a,10b-hexahydrobenzo[c][1,6]naphthyridine). Procedure details: 3 g of 6-(4-aminophenyl)-8,9-dimethoxy-2-methyl-1,2,3,4,4a,10b-hexahydro-benzo[c][1,6]naphthyridine and 6,2 g of valeric acid chloride are heated to the boil under reflux in 70 ml of acetonitrile for 7 hours. The reaction mixture is evaporated to dryness in a vacuum, water is added to the residue, the reaction mixture is made alkaline with potassium carbonate and extracted with methylene chloride. The solution is concentrated by evaporation, the crude product is dissolved in ethanol and a slight... Reaction SMILES: [CH2:1]([O:3][C:4]1[CH:11]=[CH:10][C:9]([O:12][CH2:13][CH3:14])=[CH:8][C:5]=1[CH:6]=O)[CH3:2].[C:15]([O:23][CH2:24][CH3:25])(=[O:22])[CH2:16][C:17]([O:19][CH2:20][CH3:21])=[O:18].N1CCCCC1.C(O)(=O)C>C1C=CC=CC=1.O>[CH2:1]([O:3][C:4]1[CH:11]=[CH:10][C:9]([O:12][CH2:13][CH3:14])=[CH:8][C:5]=1[CH:6]=[C:16]([C:17]([O:19][CH2:20][CH3:21])=[O:18])[C:15]([O:23][CH2:24][CH3:25])=[O:22])[CH3:2]. Reported procedure: 2,5-Diethoxybenzaldehyde (24 g., 0.124 mole) and diethyl malonate (20 g., 0.125 mole) are added to a solution of piperidine (3.0 g.) and glacial acetic acid (6 ml.) in benzene (160 ml.). The mixture is heated under reflux utilizing a Dean-Stark water separater until water ceased to be separated. After 8 hours of distillation 2.3 ml. of water out of a theoretical yield of 2.23 ml. are obtained and the reaction mixture cooled. The cooled reaction mixture is washed with aqueous hydrochloric acid (6... Starting materials: C(C)OC1=C(C=O)C=C(C=C1)OCC (2,5-Diethoxybenzaldehyde), C(CC(=O)OCC)(=O)OCC (diethyl malonate), N1CCCCC1 (piperidine), C(C)(=O)O (acetic acid). Run in C1=CC=CC=C1 (benzene), O (water), petroleum ether, petroleum ether, O (water). Product: C(C)OC1=C(C=C(C(=O)OCC)C(=O)OCC)C=C(C=C1)OCC (diethyl 2,5-Diethoxybenzylidenemalonate). Yield: 91.9%. Starting materials: ice, BrC1=CC=C(C=O)C=C1 (4-bromobenzaldehyde), [OH-].[Na+] (sodium hydroxide), N1(C=NC=C1)C1=CC=C(C=C1)O (4-(1H-imidazol-1-yl)phenol), C([O-])([O-])=O.[K+].[K+] (potassium carbonate), copper-I-bromide, aldehyde. Reagents/catalysts: [Cu] (copper). Run in C(C)(=O)OCC (ethyl acetate), CN(C=O)C (dimethyl formamide). Reaction conditions: temperature 90 celsius. Product: N1(C=NC=C1)C1=CC=C(OC2=CC=C(C=O)C=C2)C=C1 (4-[4-(1H-imidazol-1-yl)phenoxy]benzaldehyde). As a reaction SMILES: [N:1]1([C:6]2[CH:11]=[CH:10][C:9]([OH:12])=[CH:8][CH:7]=2)[CH:5]=[CH:4][N:3]=[CH:2]1.C(=O)([O-])[O-].[K+].[K+].Br[C:20]1[CH:27]=[CH:26][C:23]([CH:24]=[O:25])=[CH:22][CH:21]=1.[OH-].[Na+]>CN(C)C=O.[Cu].C(OCC)(=O)C>[N:1]1([C:6]2[CH:11]=[CH:10][C:9]([O:12][C:20]3[CH:27]=[CH:26][C:23]([CH:24]=[O:25])=[CH:22][CH:21]=3)=[CH:8][CH:7]=2)[CH:5]=[CH:4][N:3]=[CH:2]1 |f:1.2.3,5.6|. Reported procedure: A suspension of 40.04 g (0.25 mole) of 4-(1H-imidazol-1-yl)phenol, 15.2 g (0.11 mole) of anhydrous potassium carbonate, 1 g of copper-I-bromide, and 0.5 g of activated copper powder in 100 ml of anhydrous dimethyl formamide was heated to 90° C. Over the course of 7 hours 47.03g (0.25 mole) of 4-bromobenzaldehyde were added in small portions to the suspension while the mixture was heated to 140° to 145° C. After the addition of the aldehyde was completed, the mixture was allowed to cool. Then 150... The reactants are C(C=C)ONC(=O)C1=CC2=C(N=CN2C)C(=C1NC1=C(C=C(C=C1)Br)Cl)F (6-(4-bromo-2-chloro-phenylamino)-7-fluoro-3-methyl-3H-benzoimidazole-5-carboxylic acid allyloxy-amide), O1CCCC1.O (tetrahydrofuran water), OSO4, C[N+]1(CCOCC1)[O-] (NMO), OS(=O)[O-].[Na+] (NaHSO3). Solvent: C(C)(=O)OCC (ethyl acetate). Run at time 8 hour. Yields the product OC(CONC(=O)C1=CC2=C(N=CN2C)C(=C1NC1=C(C=C(C=C1)Br)Cl)F)CO (6-(4-Bromo-2-chloro-phenylamino)-7-fluoro-3-methyl-3H-benzoimidazole-5-carboxylic acid (2,3-dihydroxy-propoxy)-amide). Reaction SMILES: [CH2:1]([O:4][NH:5][C:6]([C:8]1[C:17]([NH:18][C:19]2[CH:24]=[CH:23][C:22]([Br:25])=[CH:21][C:20]=2[Cl:26])=[C:16]([F:27])[C:11]2[N:12]=[CH:13][N:14]([CH3:15])[C:10]=2[CH:9]=1)=[O:7])[CH:2]=[CH2:3].[O:28]1CCCC1.[OH2:33].C[N+]1([O-])CCOCC1.OS([O-])=O.[Na+]>C(OCC)(=O)C>[OH:33][CH:2]([CH2:3][OH:28])[CH2:1][O:4][NH:5][C:6]([C:8]1[C:17]([NH:18][C:19]2[CH:24]=[CH:23][C:22]([Br:25])=[CH:21][C:20]=2[Cl:26])=[C:16]([F:27])[C:11]2[N:12]=[CH:13][N:14]([CH3:15])[C:10]=2[CH:9]=1)=[O:7] |f:1.2,4.5|. Procedure details: To a solution of 6-(4-bromo-2-chloro-phenylamino)-7-fluoro-3-methyl-3H-benzoimidazole-5-carboxylic acid allyloxy-amide 29tt (20 mg, 0.04 mmol) in 0.50 mL 4:1 tetrahydrofuran/water is added OSO4 (41 μL, 0.054 M solution in t-BuOH, 0.002 mmol) followed by NMO (7 mg, 0.06 mmol). The solution is stirred at room temperature for eight hours after which time HPLC analysis showed complete conversion to product. The solution is then stirred with saturated NaHSO3 and diluted with ethyl acetate. The organi... The reactants are [OH-].[OH-].[OH-].[OH-].[Na+].[Na+].[Zn+2] (sodium zincate), [O-][Sn](=O)[O-].[Na+].[Na+] (sodium stannate). The solvent is O (water). Product: [OH-].[OH-].[OH-].[OH-].[Na+].[Na+].[Zn+2].[O-][Sn](=O)[O-].[Na+].[Na+] (sodium zincate sodium stannate). RXN SMILES: [OH-:1].[OH-].[OH-].[OH-].[Na+:5].[Na+].[Zn+2:7].[O-:8][Sn:9]([O-:11])=[O:10].[Na+].[Na+]>O>[OH-:8].[OH-:1].[OH-:8].[OH-:8].[Na+:5].[Na+:5].[Zn+2:7].[O-:10][Sn:9]([O-:11])=[O:8].[Na+:5].[Na+:5] |f:0.1.2.3.4.5.6,7.8.9,11.12.13.14.15.16.17.18.19.20|. Procedure: 1,001.2 g of the aqueous sodium zincate solution prepared in Preparation Example 5 and 326.8 g of sodium stannate (Na2SnO3.3H2O, manufactured by Showa Kako K.K., containing 55 wt % as SnO2) were dissolved in 2,734.2 g of water to obtain 4,062.2 g of an aqueous solution of sodium zincate/sodium stannate mixture (containing 2.31 wt % as ZnO, containing 4.49 wt % as SnO2, ZnO/SnO2 molar ratio: 0.95). Separately, 1,116.6 g of 35 wt % hydrochloric acid was dissolved in 2,001.4 g of water, and 882.0 g... Reactants: C(c1ccc(cc1)C(O)=O)=O, CC1=CN=C(C=C1)N, [C-]#[N+]C1CCCCC1. The reagents and catalysts are O=C(O)C(F)(F)F (trifluoroacetic acid). Run in CC(C)O (isopropyl alcohol), CC(C)O (isopropylalcohol). Conditions: temperature 22 celsius, time 20 hour. The product is Cc1ccc2nc(c3ccc(cc3)C(O)=O)c(NC3CCCCC3)n2c1. Isolated yield 32.1%. Reaction SMILES: CC1=CC=C(N)N=C1.[C-]#[N+]C1CCCCC1.OC(=O)C1=CC=C(C=O)C=C1>>CC1=CN2C(C=C1)=NC(=C2NC1CCCCC1)C1=CC=C(C=C1)C(O)=O. Reactants: O (water), [OH-].[Na+] (sodium hydroxide), O (water), ClC1=CC=C(C=C1)S(=O)(=O)N([C@@H](CCN=[N+]=[N-])C)C1=C(C=CC(=C1)Cl)F (4-chloro-N-(5-chloro-2-fluorophenyl)-N-[(R)-1-methyl-3-azidopropyl]-benzenesulfonamide), [H-].[Al+3].[Li+].[H-].[H-].[H-] (lithium aluminum hydride). Run in C1CCOC1 (THF). Reaction conditions: temperature 0 celsius, time 1 hour. Product: ClC1=CC=C(C=C1)S(=O)(=O)N([C@@H](CCN)C)C1=C(C=CC(=C1)Cl)F (4-chloro-N-(5-chloro-2-fluorophenyl)-N-[(R)-1-methyl-3-aminopropyl]benzenesulfonamide). Yield: 87.5%. RXN SMILES: [Cl:1][C:2]1[CH:7]=[CH:6][C:5]([S:8]([N:11]([C:19]2[CH:24]=[C:23]([Cl:25])[CH:22]=[CH:21][C:20]=2[F:26])[C@H:12]([CH3:18])[CH2:13][CH2:14][N:15]=[N+]=[N-])(=[O:10])=[O:9])=[CH:4][CH:3]=1.[H-].[Al+3].[Li+].[H-].[H-].[H-].O.[OH-].[Na+]>C1COCC1>[Cl:1][C:2]1[CH:3]=[CH:4][C:5]([S:8]([N:11]([C:19]2[CH:24]=[C:23]([Cl:25])[CH:22]=[CH:21][C:20]=2[F:26])[C@H:12]([CH3:18])[CH2:13][CH2:14][NH2:15])(=[O:10])=[O:9])=[CH:6][CH:7]=1 |f:1.2.3.4.5.6,8.9|. Procedure details: To a solution of 4-chloro-N-(5-chloro-2-fluorophenyl)-N-[(R)-1-methyl-3-azidopropyl]-benzenesulfonamide (1.34 g, 3.27 mmol) in THF (32 mL) was added lithium aluminum hydride (6.53 mL, 1 M in THF) at 0° C. under nitrogen atmosphere. The resulting mixture was allowed to stir at 0° C. for 1 h and subsequently treated by successive dropwise addition of 0.248 mL of water, 0.248 mL of 15% sodium hydroxide solution, and 0.744 mL of water. The mixture was filtered and concentrated under reduced pressure... Yield: 71.5%. Product: CN1CC2=C(N(C=3C=CC(=CC23)C)CC(C)(O)C2=CC(=NC(=C2)C)C)CC1 (1-(1,2,3,4-tetrahydro-2,8-dimethylpyrido[4,3-b]indol-5-yl)-2-(2,6-dimethylpyridin-4-yl)propan-2-ol). The solvent is CN(C)C=O (DMF). Starting materials: [H-].[Na+] (sodium hydride), CN1CC2=C(NC=3C=CC(=CC23)C)CC1 (2,3,4,5-Tetrahydro-2,8-dimethyl-1H-pyrido[4,3-b]indole), CC1=NC(=CC(=C1)C1(OC1)C)C (2,6-dimethyl-4-(2-methyloxiran-2-yl)pyridine). Reaction SMILES: [CH3:1][N:2]1[CH2:15][CH2:14][C:5]2[NH:6][C:7]3[CH:8]=[CH:9][C:10]([CH3:13])=[CH:11][C:12]=3[C:4]=2[CH2:3]1.[H-].[Na+].[CH3:18][C:19]1[CH:24]=[C:23]([C:25]2([CH3:28])[CH2:27][O:26]2)[CH:22]=[C:21]([CH3:29])[N:20]=1>CN(C=O)C>[CH3:1][N:2]1[CH2:15][CH2:14][C:5]2[N:6]([CH2:28][C:25]([C:23]3[CH:24]=[C:19]([CH3:18])[N:20]=[C:21]([CH3:29])[CH:22]=3)([OH:26])[CH3:27])[C:7]3[CH:8]=[CH:9][C:10]([CH3:13])=[CH:11][C:12]=3[C:4]=2[CH2:3]1 |f:1.2|. Procedure: 2,3,4,5-Tetrahydro-2,8-dimethyl-1H-pyrido[4,3-b]indole (200 mg, 1 mmol) was dissolved in DMF and sodium hydride (120 mg, 3 mmol) was added. The reaction mixture was stirred for 10 min and 2,6-dimethyl-4-(2-methyloxiran-2-yl)pyridine (210.6 mg, 1.3 mmol) was added dropwise to it with constant stirring. The reaction mixture was stirred at RT overnight. The reaction mixture was poured on crushed ice and the precipitate obtained was filtered under vacuum; washed with water and hexane to obtain 1-(1,... Reaction conditions: time 10 minute. Starting materials: C1(=CC=CC=C1)S(=O)CC=1C=CN2N=CN=C(C21)NC2=CC(=C(C=C2)OCC2=CC(=CC=C2)F)Cl ((5-benzenesulfinylmethyl-pyrrolo[2,1-f][1,2,4]triazin-4-yl)-[3-chloro-4-(3-fluoro-benzyloxy)-phenyl]-amine), NC1CCNCC1 (4-aminopiperidine). Run in C(Cl)Cl (DCM). Conditions: temperature 135 celsius. Product: NC1CCN(CC1)CC=1C=CN2N=CN=C(C21)NC2=CC(=C(C=C2)OCC2=CC(=CC=C2)F)Cl ([5-(4-Amino-piperidin-1-ylmethyl)-pyrrolo[2,1-f][1,2,4]triazin-4-yl]-[3-chloro-4-(3-fluoro-benzyloxy)-phenyl]-amine). Isolated yield 41.6%. RXN SMILES: C1(S([CH2:9][C:10]2[CH:11]=[CH:12][N:13]3[C:18]=2[C:17]([NH:19][C:20]2[CH:25]=[CH:24][C:23]([O:26][CH2:27][C:28]4[CH:33]=[CH:32][CH:31]=[C:30]([F:34])[CH:29]=4)=[C:22]([Cl:35])[CH:21]=2)=[N:16][CH:15]=[N:14]3)=O)C=CC=CC=1.[NH2:36][CH:37]1[CH2:42][CH2:41][NH:40][CH2:39][CH2:38]1>C(Cl)Cl>[NH2:36][CH:37]1[CH2:42][CH2:41][N:40]([CH2:9][C:10]2[CH:11]=[CH:12][N:13]3[C:18]=2[C:17]([NH:19][C:20]2[CH:25]=[CH:24][C:23]([O:26][CH2:27][C:28]4[CH:33]=[CH:32][CH:31]=[C:30]([F:34])[CH:29]=4)=[C:22]([Cl:35])[CH:21]=2)=[N:16][CH:15]=[N:14]3)[CH2:39][CH2:38]1. Reported procedure: A mixture of the sulfoxide 7B (100 mg, 0.20 mmol) and 4-aminopiperidine (0.6 gm, 6 mmol) was heated in a sealed tube at 135° C. for 4 hr. The reaction mixture was taken up in DCM, washed with water, and dried (Na2SO4). Removal of the solvent followed by radial chromatography (2 mm silica gel plate eluted with DCM containing 5% MeOH) afforded 7C (40 mg, 42%) as a foam. Analytical HPLC retention time=1.35 min. (YMC Xterra S7 C18, 3.0×50 mm column, 10–90% aqueous methanol over 2 minutes containing ...